Dataset: the Open Reaction Database (ORD), a public repository of structured organic reaction records. Task: describe an organic reaction: reactants, conditions, products, and yield The reactants are [Li+].[OH-] (LiOH), C(C1=CC=CC=C1)OC1=C(C=C(C=C1C)C[C@H](C(=O)OC)O)Cl (methyl(R)-3-(4-benzyloxy-3-chloro-5-methyl-phenyl)-2-hydroxy-propionate), N1CCC(CC1)N1C(NC2=C(CC1)C=CC=C2)=O (3-piperidin-4-yl-1,3,4,5-tetrahydro-1,3-benzodiazepin-2-one), crude product, C1CCOC1 (THF). The solvent is O (water), O (water). Reaction conditions: time 8 hour. Product: O=C1NC2=C(CCN1C1CCN(CC1)C(=O)O[C@H](CC1=CC(=C(C(=C1)C)OCC1=CC=CC=C1)Cl)C(=O)OC)C=CC=C2 ((R)-2-(4-benzyloxy-3-chloro-5-methyl-phenyl)-1-methoxycarbonyl-ethyl 4-(2-oxo-1,2,4,5-tetrahydro-1,3-benzodiazepin-3-yl)-piperidine-1-carboxylate). RXN SMILES: [CH2:1]([O:8][C:9]1[C:14]([CH3:15])=[CH:13][C:12]([CH2:16][C@@H:17]([OH:22])[C:18]([O:20][CH3:21])=[O:19])=[CH:11][C:10]=1[Cl:23])[C:2]1[CH:7]=[CH:6][CH:5]=[CH:4][CH:3]=1.[NH:24]1[CH2:29][CH2:28][CH:27]([N:30]2[CH2:36][CH2:35][C:34]3[CH:37]=[CH:38][CH:39]=[CH:40][C:33]=3[NH:32][C:31]2=[O:41])[CH2:26][CH2:25]1.[Li+].[OH-].C1C[O:47][CH2:46]C1>O>[O:41]=[C:31]1[N:30]([CH:27]2[CH2:26][CH2:25][N:24]([C:46]([O:22][C@@H:17]([C:18]([O:20][CH3:21])=[O:19])[CH2:16][C:12]3[CH:13]=[C:14]([CH3:15])[C:9]([O:8][CH2:1][C:2]4[CH:3]=[CH:4][CH:5]=[CH:6][CH:7]=4)=[C:10]([Cl:23])[CH:11]=3)=[O:47])[CH2:29][CH2:28]2)[CH2:36][CH2:35][C:34]2[CH:37]=[CH:38][CH:39]=[CH:40][C:33]=2[NH:32]1 |f:2.3|. Procedure: (R)-2-(4-benzyloxy-3-chloro-5-methyl-phenyl)-1-methoxycarbonyl-ethyl 4-(2-oxo-1,2,4,5-tetrahydro-1,3-benzodiazepin-3-yl)-piperidine-1-carboxylate was prepared analogously to Example 7f from 7.0 g (20.9 mmol) methyl(R)-3-(4-benzyloxy-3-chloro-5-methyl-phenyl)-2-hydroxy-propionate and 5.2 g (21.2 mmol) 3-piperidin-4-yl-1,3,4,5-tetrahydro-1,3-benzodiazepin-2-one. The crude product was dissolved in 150 mL THF and combined with a solution of 0.50 g (20.6 mmol) LiOH in 50 mL water. The reaction mixtur... The reactants are CN1CCNCC1, O=C(Cl)C(=O)Cl, ClCCl, O=C(O)c1cn(S(=O)(=O)c2ccccc2)c2ccccc12. Yields the product CN1CCN(C(=O)c2cn(S(=O)(=O)c3ccccc3)c3ccccc23)CC1. As a reaction SMILES: [CH3:28][N:29]1[CH2:30][CH2:31][NH:32][CH2:33][CH2:34]1.[Cl:22][C:23]([C:24]([Cl:25])=[O:26])=[O:27].[Cl:35][CH2:36][Cl:37].[c:1]1([S:7](=[O:8])(=[O:9])[n:10]2[cH:11][c:12]([C:19](=[O:20])[OH:21])[c:13]3[cH:14][cH:15][cH:16][cH:17][c:18]23)[cH:2][cH:3][cH:4][cH:5][cH:6]1>>[c:1]1([S:7](=[O:8])(=[O:9])[n:10]2[cH:11][c:12]([C:19](=[O:20])[N:32]3[CH2:31][CH2:30][N:29]([CH3:28])[CH2:34][CH2:33]3)[c:13]3[cH:14][cH:15][cH:16][cH:17][c:18]23)[cH:2][cH:3][cH:4][cH:5][cH:6]1. The reactants are COC(=O)c1ccc(CBr)cc1, O=C([O-])[O-], [Na+], [Na+], CN(C)C=O, CC(C)(C)C(=O)Oc1cccc(C=O)c1O. The product is COC(=O)c1ccc(COc2c(C=O)cccc2OC(=O)C(C)(C)C)cc1. Reaction SMILES: [Br:23][CH2:24][c:25]1[cH:26][cH:27][c:28]([C:29](=[O:30])[O:31][CH3:32])[cH:33][cH:34]1.[C:17](=[O:18])([O-:19])[O-:20].[Na+:21].[Na+:22].[O:35]=[CH:36][N:37]([CH3:38])[CH3:39].[OH:1][c:2]1[c:3]([CH:4]=[O:5])[cH:6][cH:7][cH:8][c:9]1[O:10][C:11]([C:12]([CH3:13])([CH3:14])[CH3:15])=[O:16]>>[O:1]([c:2]1[c:3]([CH:4]=[O:5])[cH:6][cH:7][cH:8][c:9]1[O:10][C:11]([C:12]([CH3:13])([CH3:14])[CH3:15])=[O:16])[CH2:24][c:25]1[cH:26][cH:27][c:28]([C:29](=[O:30])[O:31][CH3:32])[cH:33][cH:34]1. Starting materials: CCO, CCOC(=O)C1(C=O)CC1, Cl, N#C[K], O, CCC(N)c1ccccc1. Yields the product CCOC(=O)C1(C(C#N)NC(CC)c2ccccc2)CC1. As a reaction SMILES: [CH3:25][CH2:26][OH:27].[CH:14](=[O:15])[C:16]1([C:19](=[O:20])[O:21][CH2:22][CH3:23])[CH2:17][CH2:18]1.[ClH:24].[K:1][C:2]#[N:3].[OH2:28].[c:4]1([CH:10]([CH2:11][CH3:12])[NH2:13])[cH:5][cH:6][cH:7][cH:8][cH:9]1>>[C:2](#[N:3])[CH:14]([NH:13][CH:10]([c:4]1[cH:5][cH:6][cH:7][cH:8][cH:9]1)[CH2:11][CH3:12])[C:16]1([C:19](=[O:20])[O:21][CH2:22][CH3:23])[CH2:17][CH2:18]1. Reactants: CCOC(=O)c1nc(-c2ccccc2)sc1Br, C#CCOC, COCCOC, [Cu]I, O, Cl[Pd]Cl, c1ccc(P(c2ccccc2)c2ccccc2)cc1, c1ccc(P(c2ccccc2)c2ccccc2)cc1. Yields the product CCOC(=O)c1nc(-c2ccccc2)sc1C#CCOC. Reaction SMILES: [Br:1][c:2]1[c:3]([C:13](=[O:14])[O:15][CH2:16][CH3:17])[n:4][c:5](-[c:7]2[cH:8][cH:9][cH:10][cH:11][cH:12]2)[s:6]1.[CH2:18]([C:19]#[CH:20])[O:21][CH3:22].[CH2:24]([CH2:25][O:26][CH3:27])[O:28][CH3:29].[Cu:71][I:72].[OH2:23].[Pd:30]([Cl:31])[Cl:32].[c:33]1([P:34]([c:35]2[cH:36][cH:37][cH:38][cH:39][cH:40]2)[c:41]2[cH:42][cH:43][cH:44][cH:45][cH:46]2)[cH:47][cH:48][cH:49][cH:50][cH:51]1.[c:52]1([P:53]([c:54]2[cH:55][cH:56][cH:57][cH:58][cH:59]2)[c:60]2[cH:61][cH:62][cH:63][cH:64][cH:65]2)[cH:66][cH:67][cH:68][cH:69][cH:70]1>>[c:2]1([C:20]#[C:19][CH2:18][O:21][CH3:22])[c:3]([C:13](=[O:14])[O:15][CH2:16][CH3:17])[n:4][c:5](-[c:7]2[cH:8][cH:9][cH:10][cH:11][cH:12]2)[s:6]1.